Dataset: the Open Reaction Database (ORD), a public repository of structured organic reaction records. Task: describe an organic reaction: reactants, conditions, products, and yield Starting materials: C(#N)C1=CC=C(C=C1)C(\C=C(\C(=O)OCC)/O)=O ((Z)-ethyl 4-(4-cyanophenyl)-2-hydroxy-4-oxobut-2-enoate), CNN (Methylhydrazine). Run in C(C)O (Ethanol). Reaction conditions: time 8 hour. Yields the product C(#N)C1=CC=C(C=C1)C1=NN(C(=C1)C(=O)OCC)C (Ethyl 3-(4-cyanophenyl)-1-methyl-1H-pyrazole-5-carboxylate). The yield is 33.2%. As a reaction SMILES: [C:1]([C:3]1[CH:8]=[CH:7][C:6]([C:9](=O)/[CH:10]=[C:11](\O)/[C:12]([O:14][CH2:15][CH3:16])=[O:13])=[CH:5][CH:4]=1)#[N:2].[CH3:19][NH:20][NH2:21]>C(O)C>[C:1]([C:3]1[CH:8]=[CH:7][C:6]([C:9]2[CH:10]=[C:11]([C:12]([O:14][CH2:15][CH3:16])=[O:13])[N:20]([CH3:19])[N:21]=2)=[CH:5][CH:4]=1)#[N:2]. Procedure details: Under argon atmosphere (Z)-ethyl 4-(4-cyanophenyl)-2-hydroxy-4-oxobut-2-enoate (500 mg, 2.04 mmol, Eq: 1.00) was dissolved in Ethanol (10 ml) at rt. Methylhydrazine (95.9 mg, 110 μl, 2.04 mmol, Eq: 1.00) was added dropwise (The solution became yellow). The solution was stirred overnight at rt followed by 6 h heating at 50° C., cooled down to rt and concentrated. in vacuo. The residue was directly purified by column chromatography (20 g) Heptane/EtOAC:9/1 to give the expected pyrazole (173 mg, 33... Starting materials: O=C([O-])[O-], CN(C)C=O, Cc1oc(-c2ccccc2)nc1COc1cc(CCl)on1, [K+], [K+], O, COC(=O)Cc1cn(C)nc1O. Yields the product COC(=O)Cc1cn(C)nc1OCc1cc(OCc2nc(-c3ccccc3)oc2C)no1. As a reaction SMILES: [C:34](=[O:35])([O-:36])[O-:37].[CH3:40][N:41]([CH3:42])[CH:43]=[O:44].[Cl:13][CH2:14][c:15]1[cH:16][c:17]([O:20][CH2:21][c:22]2[n:23][c:24](-[c:28]3[cH:29][cH:30][cH:31][cH:32][cH:33]3)[o:25][c:26]2[CH3:27])[n:18][o:19]1.[K+:38].[K+:39].[OH2:45].[OH:1][c:2]1[n:3][n:4]([CH3:12])[cH:5][c:6]1[CH2:7][C:8](=[O:9])[O:10][CH3:11]>>[O:1]([c:2]1[n:3][n:4]([CH3:12])[cH:5][c:6]1[CH2:7][C:8](=[O:9])[O:10][CH3:11])[CH2:14][c:15]1[cH:16][c:17]([O:20][CH2:21][c:22]2[n:23][c:24](-[c:28]3[cH:29][cH:30][cH:31][cH:32][cH:33]3)[o:25][c:26]2[CH3:27])[n:18][o:19]1. Starting materials: acid chloride, C1CCOC1 (THF), C(C1=CC=CC=C1)[C@@H]1NC(OC1)=O (4-(S)-benzyloxazolidin-2-one), [Li]CCCC (n-BuLi), CCCCCC (hexane), C1CCOC1 (THF). Conditions: temperature -78 celsius, time 2 hour. Product: C(CCCCC)(=O)N1C(OC[C@@H]1CC1=CC=CC=C1)=O (N-hexanoyl-4-(S)-benzyloxazolidin-2-one). RXN SMILES: [CH2:1]([C@H:8]1[CH2:12][O:11][C:10](=[O:13])[NH:9]1)[C:2]1[CH:7]=[CH:6][CH:5]=[CH:4][CH:3]=1.[Li]CCCC.[CH3:19][CH2:20][CH2:21][CH2:22][CH2:23][CH3:24].C1C[O:28]CC1>>[C:19]([N:9]1[C@@H:8]([CH2:1][C:2]2[CH:3]=[CH:4][CH:5]=[CH:6][CH:7]=2)[CH2:12][O:11][C:10]1=[O:13])(=[O:28])[CH2:20][CH2:21][CH2:22][CH2:23][CH3:24]. Procedure details: To a solution of 4-(S)-benzyloxazolidin-2-one (56 mmol) (Aldrich, Milwaukee, Wis.) in THF at −78° C. is added 2.5 M n-BuLi in hexane (22:4 mL, 56 mmol) and the reaction is stirred at −78° C. for 2 hours. To this is added via cannula a −78° C. solution of acid chloride A-1 (R=hexanoyl, 65 mmol) in THF and the mixture is stirred at −78° C. for 2 hours, then allowed to warm to rt and stirred overnight. The reaction is then quenched with aqueous saturated NH4Cl, extracted with EtOAc, dried and purif...